This data is from the Open Reaction Database (ORD), a public repository of structured organic reaction records. The task is: describe an organic reaction: reactants, conditions, products, and yield Starting materials: BrCC(=O)C1=CC(=C(C=C1)O)C (2-bromo-1-(4-hydroxy-3-methylphenyl)ethanone), C(=O)N (formamide). The product is O1C=NC(=C1)C1=CC(=C(C=C1)O)C (4-(4-Oxazolyl)-2-methylphenol). The yield is 33.0%. As a reaction SMILES: Br[CH2:2][C:3]([C:5]1[CH:10]=[CH:9][C:8]([OH:11])=[C:7]([CH3:12])[CH:6]=1)=O.[CH:13]([NH2:15])=[O:14]>>[O:14]1[CH:2]=[C:3]([C:5]2[CH:10]=[CH:9][C:8]([OH:11])=[C:7]([CH3:12])[CH:6]=2)[N:15]=[CH:13]1. Procedure: A solution of 2-bromo-1-(4-hydroxy-3-methylphenyl)ethanone (200 mg, 0.87 mmol) in formamide (10 mL) was heated to 110° C. for 24 h. The excess formamide was removed by distillation under reduced pressure. The resulting residue was partitioned between a pH 7.0 buffer solution (10 mL) and EtOAc (50 mL). The organic layer was washed with water (10 mL) and brine (10 mL), dried (MgSO4), filtered and concentrated under reduced pressure. The residue was purified by flash chromatography (Hexane:EtOAc, 1... Reactants: CC1CNC(C)CN1, Clc1nnc(Cl)c2ccccc12, ClCCl. Product: CC1CN(c2nnc(Cl)c3ccccc23)C(C)CN1. As a reaction SMILES: [CH3:13][CH:14]1[NH:15][CH2:16][CH:17]([CH3:20])[NH:18][CH2:19]1.[Cl:1][c:2]1[n:3][n:4][c:5]([Cl:12])[c:6]2[cH:7][cH:8][cH:9][cH:10][c:11]12.[Cl:21][CH2:22][Cl:23]>>[c:2]1([N:15]2[CH:14]([CH3:13])[CH2:19][NH:18][CH:17]([CH3:20])[CH2:16]2)[n:3][n:4][c:5]([Cl:12])[c:6]2[cH:7][cH:8][cH:9][cH:10][c:11]12. Starting materials: FC1=CC2=C(N(C(CC(N2)=O)=O)CC(=O)N(C2=CC=C(C=C2)OC)C(C)C)C=C1 (2-(7-Fluoro-2,4-dioxo-2,3,4,5-tetrahydro-benzo[b][1,4]diazepin-1-yl)-N-isopropyl-N-(4-methoxy-phenyl)-acetamide), C(C)(=O)[O-].[K+] (potassium acetate), BrC=1C=NC=CC1 (3-bromopyridine), BrC=1C=NC=CC1 (3-bromopyridine). Reagents/catalysts: [Cu] (copper). Run in CN(C=O)C (dimethylformamide). Conditions: temperature 100 celsius. The product is FC1=CC2=C(N(C(CC(N2C=2C=NC=CC2)=O)=O)CC(=O)N(C2=CC=C(C=C2)OC)C(C)C)C=C1 (2-(7-Fluoro-2,4-dioxo-5-pyridin-3-yl-2,3,4,5-tetrahydro-benzo[b][1,4]diazepin-1-yl)-N-isopropyl-N-(4-methoxy-phenyl)-acetamide). Isolated yield 67.2%. As a reaction SMILES: [F:1][C:2]1[CH:29]=[CH:28][C:5]2[N:6]([CH2:13][C:14]([N:16]([CH:25]([CH3:27])[CH3:26])[C:17]3[CH:22]=[CH:21][C:20]([O:23][CH3:24])=[CH:19][CH:18]=3)=[O:15])[C:7](=[O:12])[CH2:8][C:9](=[O:11])[NH:10][C:4]=2[CH:3]=1.C([O-])(=O)C.[K+].Br[C:36]1[CH:37]=[N:38][CH:39]=[CH:40][CH:41]=1>CN(C)C=O.[Cu]>[F:1][C:2]1[CH:29]=[CH:28][C:5]2[N:6]([CH2:13][C:14]([N:16]([CH:25]([CH3:27])[CH3:26])[C:17]3[CH:22]=[CH:21][C:20]([O:23][CH3:24])=[CH:19][CH:18]=3)=[O:15])[C:7](=[O:12])[CH2:8][C:9](=[O:11])[N:10]([C:36]3[CH:37]=[N:38][CH:39]=[CH:40][CH:41]=3)[C:4]=2[CH:3]=1 |f:1.2|. Procedure details: A mixture of 0.880 g of 2-(7-Fluoro-2,4-dioxo-2,3,4,5-tetrahydro-benzo[b][1,4]diazepin-1-yl)-N-isopropyl-N-(4-methoxy-phenyl)-acetamide, prepared as in Part D, (2.20 mmol), 420 mg of copper powder (6.61 mmol, 3 equiv), 476 mg of potassium acetate (4.85 mmol, 2.2 equiv), and 0.290 mL of 3-bromopyridine (4.85 mmol, 2.2 equiv) in 10 mL of dimethylformamide is heated at 100° C. under nitrogen for 3 hrs. An additional 0.132 mL of 3-bromopyridine (2.43 mmol, 1.1 equiv) is added and the reaction is mai... Starting materials: CS(C)=O, CC#N, COc1cc(C(=O)N2Cc3ccc(C(=O)C(Cl)(Cl)Cl)n3Cc3ccccc32)ccc1-c1ccccc1C, NCc1cccnc1. The product is COc1cc(C(=O)N2Cc3ccc(C(=O)NCc4cccnc4)n3Cc3ccccc32)ccc1-c1ccccc1C. Reaction SMILES: [CH3:46][S:47]([CH3:48])=[O:49].[CH3:50][C:51]#[N:52].[Cl:1][C:2]([C:3](=[O:4])[c:5]1[cH:6][cH:7][c:8]2[n:14]1[CH2:13][c:12]1[c:11]([cH:18][cH:17][cH:16][cH:15]1)[N:10]([C:19](=[O:20])[c:21]1[cH:22][c:23]([O:34][CH3:35])[c:24](-[c:27]3[c:28]([CH3:33])[cH:29][cH:30][cH:31][cH:32]3)[cH:25][cH:26]1)[CH2:9]2)([Cl:36])[Cl:37].[NH2:38][CH2:39][c:40]1[cH:41][n:42][cH:43][cH:44][cH:45]1>>[C:3](=[O:4])([c:5]1[cH:6][cH:7][c:8]2[n:14]1[CH2:13][c:12]1[c:11]([cH:18][cH:17][cH:16][cH:15]1)[N:10]([C:19](=[O:20])[c:21]1[cH:22][c:23]([O:34][CH3:35])[c:24](-[c:27]3[c:28]([CH3:33])[cH:29][cH:30][cH:31][cH:32]3)[cH:25][cH:26]1)[CH2:9]2)[NH:38][CH2:39][c:40]1[cH:41][n:42][cH:43][cH:44][cH:45]1.